describe an organic reaction: reactants, conditions, products, and yield From a dataset of the Open Reaction Database (ORD), a public repository of structured organic reaction records. The reactants are FC1=C(C=CC(=C1)I)C (2-Fluoro-4-iodo-1-methylbenzene), BrN1C(CCC1=O)=O (N-bromosuccinimide), C(C1=CC=CC=C1)(=O)OOC(C1=CC=CC=C1)=O (benzoyl peroxide). Solvent: C(Cl)(Cl)(Cl)Cl (carbon tetrachloride). Run at time 3 hour. Yields the product BrCC1=C(C=C(C=C1)I)F (1-(bromomethyl)-2-fluoro-4-iodobenzene). Reaction SMILES: [F:1][C:2]1[CH:7]=[C:6]([I:8])[CH:5]=[CH:4][C:3]=1[CH3:9].[Br:10]N1C(=O)CCC1=O.C(OOC(=O)C1C=CC=CC=1)(=O)C1C=CC=CC=1>C(Cl)(Cl)(Cl)Cl>[Br:10][CH2:9][C:3]1[CH:4]=[CH:5][C:6]([I:8])=[CH:7][C:2]=1[F:1]. Procedure: 2-Fluoro-4-iodo-1-methylbenzene (2.0 g, 8.6 mmol) was dissovled in carbon tetrachloride (10 mL), treated with N-bromosuccinimide (1.5 g, 8.6 mmol, 1 equiv) and benzoyl peroxide (9.0 mg, 0.004 equiv) and placed into an oil bath preheated to 80° C. for 3 hours. The mixture was cooled to ambient temperature, filtered and the filtrate was concentrated in vacuo, providing the titled compound.